From a dataset of the Open Reaction Database (ORD), a public repository of structured organic reaction records. describe an organic reaction: reactants, conditions, products, and yield Reactants: COC=1C=C(C(=O)OC)C=C(C1C(C)C)OC (methyl 3,5-dimethoxy-4-i-propylbenzoate), CC1=CC=C(CBr)C=C1 (4-methylbenzyl bromide), example 1 ( b ). The product is CC1=CC=C(C=C1)CC(CC1=CC=C(C=C1)C)(O)C1=CC(=C(C(=C1)OC)C(C)C)OC (1,3-Bis(4-methylphenyl)-2-(3,5-dimethoxy-4-i-propylphenyl)propan-2-ol). The yield is 20.0%. As a reaction SMILES: [CH3:1][O:2][C:3]1[CH:4]=[C:5]([CH:10]=[C:11]([O:16][CH3:17])[C:12]=1[CH:13]([CH3:15])[CH3:14])[C:6]([O:8]C)=O.[CH3:18][C:19]1[CH:26]=[CH:25][C:22]([CH2:23]Br)=[CH:21][CH:20]=1>>[CH3:18][C:19]1[CH:26]=[CH:25][C:22]([CH2:23][C:6]([C:5]2[CH:10]=[C:11]([O:16][CH3:17])[C:12]([CH:13]([CH3:15])[CH3:14])=[C:3]([O:2][CH3:1])[CH:4]=2)([OH:8])[CH2:6][C:5]2[CH:10]=[CH:11][C:12]([CH3:13])=[CH:3][CH:4]=2)=[CH:21][CH:20]=1. Procedure details: This material was prepared as a 20% yield from methyl 3,5-dimethoxy-4-i-propylbenzoate and 4-methylbenzyl bromide using the same method as described in example 1 (b). 1HNMR (CDCl3, ppm): δ 1.30 (d, J=7.1 Hz, 6H), 2.31 (s, 6H), 3.02 (d, J=13.5 Hz, 2H), 3.25 (d, J=13.5 Hz, 2H), 3.52 (m, 1H), 3.71 (s, 611), 6.45 (s, 2H), 6.8-7.2 (m, 8H). The reactants are CCOC(C)=O, CC(C1OCC(C)(C)CO1)C1CCC2C3=CC=C4CC(O)CC(O)C4(C)C3CCC21C, CCCCCC, CC(C)=O, Cc1ccc(S(=O)(=O)O)cc1. Yields the product CC(C=O)C1CCC2C3=CC=C4CC(O)CC(O)C4(C)C3CCC21C. Reaction SMILES: [C:49]([O:50][CH2:51][CH3:52])(=[O:53])[CH3:54].[CH3:1][C:2]1([CH3:3])[CH2:6][O:7][CH:5]([CH:8]([CH3:9])[CH:10]2[CH2:11][CH2:12][CH:13]3[C:14]4=[CH:15][CH:16]=[C:17]5[CH2:18][CH:19]([OH:30])[CH2:20][CH:21]([OH:29])[C:22]5([CH3:23])[CH:24]4[CH2:25][CH2:26][C:27]23[CH3:28])[O:4][CH2:31]1.[CH3:43][CH2:44][CH2:45][CH2:46][CH2:47][CH3:48].[CH3:55][C:56](=[O:57])[CH3:58].[c:32]1([CH3:33])[cH:34][cH:35][c:36]([S:37]([OH:38])(=[O:39])=[O:40])[cH:41][cH:42]1>>[O:4]=[CH:5][CH:8]([CH3:9])[CH:10]1[CH2:11][CH2:12][CH:13]2[C:14]3=[CH:15][CH:16]=[C:17]4[CH2:18][CH:19]([OH:30])[CH2:20][CH:21]([OH:29])[C:22]4([CH3:23])[CH:24]3[CH2:25][CH2:26][C:27]12[CH3:28].